Dataset: the Open Reaction Database (ORD), a public repository of structured organic reaction records. Task: describe an organic reaction: reactants, conditions, products, and yield Yields the product O=C(O)c1ccc(SCc2ccccc2)cc1Nc1ccc(F)cc1. Reaction SMILES: [CH2:7]([c:8]1[cH:9][cH:10][cH:11][cH:12][cH:13]1)[S:14][c:15]1[cH:16][c:17]([NH:25][c:26]2[cH:27][cH:28][c:29]([F:32])[cH:30][cH:31]2)[c:18]([C:19](=[O:20])[O:21][CH3:22])[cH:23][cH:24]1.[CH3:34][CH2:35][O:36][C:37](=[O:38])[CH3:39].[CH3:3][CH:4]([OH:5])[CH3:6].[ClH:33].[Na+:2].[OH-:1]>>[CH2:7]([c:8]1[cH:9][cH:10][cH:11][cH:12][cH:13]1)[S:14][c:15]1[cH:16][c:17]([NH:25][c:26]2[cH:27][cH:28][c:29]([F:32])[cH:30][cH:31]2)[c:18]([C:19](=[O:20])[OH:21])[cH:23][cH:24]1. The reactants are COC(=O)c1ccc(SCc2ccccc2)cc1Nc1ccc(F)cc1, CCOC(C)=O, CC(C)O, Cl, [Na+], [OH-]. Starting materials: ClCCCl, CCOC(C)=O, C[Si](C)(C)CCOCn1cnc(Cl)c1C(=O)O, C=Cc1cc(C#N)cc(Oc2c(Cl)ccc(CN)c2F)c1, CN(C)C=O, On1nnc2ccccc21. Product: C=Cc1cc(C#N)cc(Oc2c(Cl)ccc(CNC(=O)c3c(Cl)ncn3COCC[Si](C)(C)C)c2F)c1. As a reaction SMILES: [CH2:49]([Cl:50])[CH2:51][Cl:52].[CH3:58][CH2:59][O:60][C:61]([CH3:62])=[O:63].[Cl:22][c:23]1[n:24][cH:25][n:26]([CH2:31][O:32][CH2:33][CH2:34][Si:35]([CH3:36])([CH3:37])[CH3:38])[c:27]1[C:28](=[O:29])[OH:30].[NH2:1][CH2:2][c:3]1[c:4]([F:21])[c:5]([O:10][c:11]2[cH:12][c:13]([C:14]#[N:15])[cH:16][c:17]([CH:19]=[CH2:20])[cH:18]2)[c:6]([Cl:9])[cH:7][cH:8]1.[O:53]=[CH:54][N:55]([CH3:56])[CH3:57].[OH:39][n:40]1[c:41]2[c:42]([cH:43][cH:44][cH:45][cH:46]2)[n:47][n:48]1>>[NH:1]([CH2:2][c:3]1[c:4]([F:21])[c:5]([O:10][c:11]2[cH:12][c:13]([C:14]#[N:15])[cH:16][c:17]([CH:19]=[CH2:20])[cH:18]2)[c:6]([Cl:9])[cH:7][cH:8]1)[C:28]([c:27]1[c:23]([Cl:22])[n:24][cH:25][n:26]1[CH2:31][O:32][CH2:33][CH2:34][Si:35]([CH3:36])([CH3:37])[CH3:38])=[O:29]. Starting materials: Cc1ccnc(Nc2cccc(-c3cnc(C4COC(C)(C)N4C(=O)OC(C)(C)C)s3)n2)c1, CCOC(C)=O, Cl, C1CCOC1. Yields the product Cc1ccnc(Nc2cccc(-c3cnc(C(N)CO)s3)n2)c1. Reaction SMILES: [C:1]([O:2][C:3](=[O:7])[N:8]1[C:4]([CH3:5])([CH3:6])[O:10][CH2:11][CH:12]1[c:13]1[s:14][c:15](-[c:18]2[n:19][c:20]([NH:24][c:25]3[n:26][cH:27][cH:28][c:29]([CH3:31])[cH:30]3)[cH:21][cH:22][cH:23]2)[cH:16][n:17]1)([CH3:9])([CH3:32])[CH3:33].[C:39]([O:40][CH2:41][CH3:42])(=[O:43])[CH3:44].[ClH:45].[O:34]1[CH2:35][CH2:36][CH2:37][CH2:38]1>>[NH2:8][CH:12]([CH2:11][OH:10])[c:13]1[s:14][c:15](-[c:18]2[n:19][c:20]([NH:24][c:25]3[n:26][cH:27][cH:28][c:29]([CH3:31])[cH:30]3)[cH:21][cH:22][cH:23]2)[cH:16][n:17]1. The reactants are C([O-])(O)=O.[Na+] (sodium bicarbonate), FC=1C(=NC=C(C1I)F)N (3,5-Difluoro-4-iodopyridin-2-amine), COC1=CC=C(CN)C=C1 (4-methoxybenzylamine), C=1C=CC(=CC1)P(C=2C=CC=CC2)C3=CC=C4C=CC=CC4=C3C5=C6C=CC=CC6=CC=C5P(C=7C=CC=CC7)C=8C=CC=CC8 (BINAP), CC(C)([O-])C.[Na+] (sodium t-butoxide). The reagents and catalysts are C=1C=CC(=CC1)/C=C/C(=O)/C=C/C2=CC=CC=C2.C=1C=CC(=CC1)/C=C/C(=O)/C=C/C2=CC=CC=C2.C=1C=CC(=CC1)/C=C/C(=O)/C=C/C2=CC=CC=C2.[Pd].[Pd] (Pd2dba3). Run in C1(=CC=CC=C1)C (toluene). Run at temperature 130 celsius, time 16 hour. Yields the product FC=1C(=NC=C(C1NCC1=CC=C(C=C1)OC)F)N (3,5-Difluoro-N4-(4-methoxybenzyl)pyridine-2,4-diamine). RXN SMILES: [F:1][C:2]1[C:3]([NH2:10])=[N:4][CH:5]=[C:6]([F:9])[C:7]=1I.[CH3:11][O:12][C:13]1[CH:20]=[CH:19][C:16]([CH2:17][NH2:18])=[CH:15][CH:14]=1.C1C=CC(P(C2C(C3C(P(C4C=CC=CC=4)C4C=CC=CC=4)=CC=C4C=3C=CC=C4)=C3C(C=CC=C3)=CC=2)C2C=CC=CC=2)=CC=1.CC(C)([O-])C.[Na+].C(=O)(O)[O-].[Na+]>C1C=CC(/C=C/C(/C=C/C2C=CC=CC=2)=O)=CC=1.C1C=CC(/C=C/C(/C=C/C2C=CC=CC=2)=O)=CC=1.C1C=CC(/C=C/C(/C=C/C2C=CC=CC=2)=O)=CC=1.[Pd].[Pd].C1(C)C=CC=CC=1>[F:1][C:2]1[C:3]([NH2:10])=[N:4][CH:5]=[C:6]([F:9])[C:7]=1[NH:18][CH2:17][C:16]1[CH:19]=[CH:20][C:13]([O:12][CH3:11])=[CH:14][CH:15]=1 |f:3.4,5.6,7.8.9.10.11|. Procedure details: A stirred mixture of 3,5-Difluoro-4-iodopyridin-2-amine (3.0 g, 11.7 mmol), 4-methoxybenzylamine (1.92 g, 14 mmol), Pd2dba3 (1.07 g, 1.2 mmol), BINAP (1.46 g, 2.3 mmol), sodium t-butoxide (1.46 g, 2.3 mmol), and toluene (600 ml) was heated in a sealed vessel with stirring at 130° C. for 16 h. Aqueous sodium bicarbonate solution was added and the mixture was extracted with ethyl acetate. The combined organic extracts were dried over sodium sulfate, filtered, and concentrated. The residue was chro... Starting materials: C(C)(C)(C)OC(=O)CON=C(C(=O)NC1[C@@H]2N(C(=C(CS2)C)C(=O)O)C1=O)C=1N=CSC1 (7-[2-t-butoxycarbonylmethoxyimino-2-(4-thiazolyl)acetamido]-3-methyl-3-cephem-4-carboxylic acid), resultant solution, C(C)(C)OC(C)C (diisopropyl ether), CCCCCC (n-hexane). Run in C(Cl)Cl (methylene chloride), C1(=CC=CC=C1)OC (anisole). Reaction conditions: time 1.5 hour. Product: C(=O)(O)CON=C(C(=O)NC1[C@@H]2N(C(=C(CS2)C)C(=O)O)C1=O)C=1N=CSC1 (7-[2-carboxymethoxyimino-2-(4-thiazolyl)acetamido]-3-methyl-3-cephem-4-carboxylic acid). Isolated yield 53.9%. RXN SMILES: C([O:5][C:6]([CH2:8][O:9][N:10]=[C:11]([C:28]1[N:29]=[CH:30][S:31][CH:32]=1)[C:12]([NH:14][CH:15]1[C:26](=[O:27])[N:17]2[C:18]([C:23]([OH:25])=[O:24])=[C:19]([CH3:22])[CH2:20][S:21][C@H:16]12)=[O:13])=[O:7])(C)(C)C.C(OC(C)C)(C)C.CCCCCC>C(Cl)Cl.C1(OC)C=CC=CC=1>[C:6]([CH2:8][O:9][N:10]=[C:11]([C:28]1[N:29]=[CH:30][S:31][CH:32]=1)[C:12]([NH:14][CH:15]1[C:26](=[O:27])[N:17]2[C:18]([C:23]([OH:25])=[O:24])=[C:19]([CH3:22])[CH2:20][S:21][C@H:16]12)=[O:13])([OH:7])=[O:5]. Procedure: Trifluoroacetic aid (8.4 ml) was added to a suspension of 7-[2-t-butoxycarbonylmethoxyimino-2-(4-thiazolyl)acetamido]-3-methyl-3-cephem-4-carboxylic acid (syn isomer) (2.1 g) in methylene chloride (4.2 ml) and anisole (2.1 ml) at ambient temperature and the mixture was stirred for 1.5 hours at the same temperature. To the resultant solution was added diisopropyl ether (50 ml) and n-hexane (30 ml) and the mixture was stirred. The precipitates were collected by filtration, washed with a solution o... Reactants: FC(C(=O)OC)C(=O)OC (dimethyl fluoromalonate), C(C1=CC=CC=C1)O (benzyl alcohol), O.C1(=CC=C(C=C1)S(=O)(=O)O)C (p-toluenesulfonic acid monohydrate), 5-L. The solvent is C1(=CC=CC=C1)C (toluene), C1(=CC=CC=C1)C (toluene). Yields the product FC(C(=O)OCC1=CC=CC=C1)C(=O)OCC1=CC=CC=C1 (Dibenzyl Fluoromalonate). Isolated yield 81.0%. As a reaction SMILES: [F:1][CH:2]([C:7]([O:9][CH3:10])=[O:8])[C:3]([O:5][CH3:6])=[O:4].C(O)[C:12]1[CH:17]=[CH:16][CH:15]=[CH:14][CH:13]=1.O.[C:20]1(C)[CH:25]=[CH:24][C:23](S(O)(=O)=O)=[CH:22][CH:21]=1>C1(C)C=CC=CC=1>[F:1][CH:2]([C:7]([O:9][CH2:10][C:12]1[CH:13]=[CH:14][CH:15]=[CH:16][CH:17]=1)=[O:8])[C:3]([O:5][CH2:6][C:20]1[CH:25]=[CH:24][CH:23]=[CH:22][CH:21]=1)=[O:4] |f:2.3|. Procedure details: A 3-neck, 5-L round-bottom flask equipped with a vacuum distillation head, a thermometer, and a magnetic stir bar was charged with dimethyl fluoromalonate (339 g assayed at 83% purity by VPC, 1.88 mol), benzyl alcohol (935 mL, 9.04 mol), toluene (846 mL), and p-toluenesulfonic acid monohydrate (21.5 g, 0.113 mol). The mixture was heated under vacuum (10-15 inches of Hg) until all of the toluene had distilled, then at 28-29 inches of Hg (water aspirator vacuum), the reaction temperature being mai... Reactants: C1(=CC=CC=C1)C1=NN=C(S1)O[C@@H]1C2CN3CC(CC1C3)C2 ((4r)-4-(5-Phenyl-1,3,4-thiadiazol-2-yloxy)-1-azatricyclo[3.3.1.13,7]decane), C(\C=C\C(=O)O)(=O)O (fumaric acid). The product is C(\C=C\C(=O)O)(=O)O.C1(=CC=CC=C1)C1=NN=C(S1)O[C@@H]1C2CN3CC(CC1C3)C2 ((4r)-4-(5-Phenyl-1,3,4-thiadiazol-2-yloxy)-1-azatricyclo[3.3.1.13,7]decane fumarate). Reaction SMILES: [C:1]1([C:7]2[S:11][C:10]([O:12][C@H:13]3[CH:20]4[CH2:21][N:16]5[CH2:17][CH:18]([CH2:22][CH:14]3[CH2:15]5)[CH2:19]4)=[N:9][N:8]=2)[CH:6]=[CH:5][CH:4]=[CH:3][CH:2]=1.[C:23]([OH:30])(=[O:29])/[CH:24]=[CH:25]/[C:26]([OH:28])=[O:27]>>[C:23]([OH:30])(=[O:29])/[CH:24]=[CH:25]/[C:26]([OH:28])=[O:27].[C:1]1([C:7]2[S:11][C:10]([O:12][C@H:13]3[CH:20]4[CH2:21][N:16]5[CH2:17][CH:18]([CH2:22][CH:14]3[CH2:15]5)[CH2:19]4)=[N:9][N:8]=2)[CH:2]=[CH:3][CH:4]=[CH:5][CH:6]=1 |f:2.3|. Reported procedure: Prepared from the product of Example 45B (860 mg, 2.74 mmol) and fumaric acid (318 mg, 2.74 mmol; Aldrich) according to Method H: 1H NMR (300 MHz, methanol-D4) δ ppm 2.06-2.32 (m, 5H), 2.70 (s, 2H), 3.49 (d, J=12.5 Hz, 2H), 3.56 (s, 2H), 3.80 (d, J=12.2 Hz, 2H), 5.42 (t, J=3.4 Hz, 1H), 6.69 (s, 2H), 7.49-7.55 (m, 3H), 7.82-7.88 (m, 2H). MS (+ESI) m/z=314 (M+H)+. Anal. Calcd. for C17H19NO3S.C4H4O4: C, 58.73; H, 5.40; N, 9.78. Found: C, 58.79; H, 5.52; N, 9.70. Starting materials: C, NC(=O)CC(O)CCCCCNC(=O)OCc1ccccc1, CO, Cl, [Pd]. Product: Cl, NCCCCCC(O)CC(N)=O. Reaction SMILES: [C:26].[CH2:1]([O:2][C:3](=[O:4])[NH:11][CH2:12][CH2:13][CH2:14][CH2:15][CH2:16][CH:17]([CH2:18][C:19](=[O:20])[NH2:21])[OH:22])[c:5]1[cH:6][cH:7][cH:8][cH:9][cH:10]1.[CH3:24][OH:25].[ClH:23].[Pd:27]>>[ClH:23].[NH2:11][CH2:12][CH2:13][CH2:14][CH2:15][CH2:16][CH:17]([CH2:18][C:19](=[O:20])[NH2:21])[OH:22].